Dataset: the Open Reaction Database (ORD), a public repository of structured organic reaction records. Task: describe an organic reaction: reactants, conditions, products, and yield Reactants: CN(C)C=O, CCCc1ccccc1OCCCOc1ccc2c(=O)cc(C(N)=O)oc2c1, O, O=P(Cl)(Cl)Cl. Product: CCCc1ccccc1OCCCOc1ccc2c(=O)cc(C#N)oc2c1. RXN SMILES: [CH3:6][N:7]([CH3:8])[CH:9]=[O:10].[O:11]=[c:12]1[cH:13][c:14]([C:36](=[O:37])[NH2:38])[o:15][c:16]2[c:17]1[cH:18][cH:19][c:20]([O:22][CH2:23][CH2:24][CH2:25][O:26][c:27]1[c:28]([CH2:33][CH2:34][CH3:35])[cH:29][cH:30][cH:31][cH:32]1)[cH:21]2.[OH2:39].[P:1]([Cl:2])([Cl:3])([Cl:4])=[O:5]>>[O:11]=[c:12]1[cH:13][c:14]([C:36]#[N:38])[o:15][c:16]2[c:17]1[cH:18][cH:19][c:20]([O:22][CH2:23][CH2:24][CH2:25][O:26][c:27]1[c:28]([CH2:33][CH2:34][CH3:35])[cH:29][cH:30][cH:31][cH:32]1)[cH:21]2.